This data is from the Open Reaction Database (ORD), a public repository of structured organic reaction records. The task is: describe an organic reaction: reactants, conditions, products, and yield The reactants are BrCC(=O)Br (2-bromoacetyl bromide), C(C1=CC=CC=C1)NCC (N-benzyl-N-ethylamine), CC1=C(C=CC=C1)S(=O)(=O)NC1=CC=C(C=C1)C (2-methyl-N-p-tolyl-benzenesulfonamide). Product: C(C1=CC=CC=C1)N(C(CN(C1=CC=C(C=C1)C)S(=O)(=O)C=1C(=CC=CC1)C)=O)CC (N-Benzyl-N-ethyl-2-[(toluene-2-sulfonyl)-p-tolyl-amino]-acetamide). As a reaction SMILES: Br[CH2:2][C:3](Br)=[O:4].[CH2:6]([NH:13][CH2:14][CH3:15])[C:7]1[CH:12]=[CH:11][CH:10]=[CH:9][CH:8]=1.[CH3:16][C:17]1[CH:22]=[CH:21][CH:20]=[CH:19][C:18]=1[S:23]([NH:26][C:27]1[CH:32]=[CH:31][C:30]([CH3:33])=[CH:29][CH:28]=1)(=[O:25])=[O:24]>>[CH2:6]([N:13]([CH2:14][CH3:15])[C:3](=[O:4])[CH2:2][N:26]([S:23]([C:18]1[C:17]([CH3:16])=[CH:22][CH:21]=[CH:20][CH:19]=1)(=[O:24])=[O:25])[C:27]1[CH:32]=[CH:31][C:30]([CH3:33])=[CH:29][CH:28]=1)[C:7]1[CH:12]=[CH:11][CH:10]=[CH:9][CH:8]=1. Reported procedure: prepared by reaction of 2-bromoacetyl bromide with N-benzyl-N-ethylamine and 2-methyl-N-p-tolyl-benzenesulfonamide Starting materials: BrC=1C=C(C=C(C1)Br)C1=NC2=C(N1C1=CC=CC=C1)C=CC=C2 (2-(3,5-dibromophenyl)-1-phenyl-1H-benzo[d]imidazole), N1=CC(=CC=C1)B(O)O (pyridine-3-boronic acid), C([O-])([O-])=O.[K+].[K+] (potassium carbonate). Reagents/catalysts: C=1C=CC(=CC1)[P](C=2C=CC=CC2)(C=3C=CC=CC3)[Pd]([P](C=4C=CC=CC4)(C=5C=CC=CC5)C=6C=CC=CC6)([P](C=7C=CC=CC7)(C=8C=CC=CC8)C=9C=CC=CC9)[P](C=1C=CC=CC1)(C=1C=CC=CC1)C=1C=CC=CC1 (tetrakis(triphenylphosphine)palladium). The solvent is O1CCCC1.O (tetrahydrofuran H2O). Product: BrC=1C=C(C=C(C1)C=1C=NC=CC1)C1=NC2=C(N1C1=CC=CC=C1)C=CC=C2 (2-(3-bromo-5-(pyridin-3-yl)phenyl)-1-phenyl-1H-benzo[d]imidazole). Reaction SMILES: Br[C:2]1[CH:3]=[C:4]([C:9]2[N:13]([C:14]3[CH:19]=[CH:18][CH:17]=[CH:16][CH:15]=3)[C:12]3[CH:20]=[CH:21][CH:22]=[CH:23][C:11]=3[N:10]=2)[CH:5]=[C:6]([Br:8])[CH:7]=1.[N:24]1[CH:29]=[CH:28][CH:27]=[C:26](B(O)O)[CH:25]=1.C(=O)([O-])[O-].[K+].[K+]>O1CCCC1.O.C1C=CC([P]([Pd]([P](C2C=CC=CC=2)(C2C=CC=CC=2)C2C=CC=CC=2)([P](C2C=CC=CC=2)(C2C=CC=CC=2)C2C=CC=CC=2)[P](C2C=CC=CC=2)(C2C=CC=CC=2)C2C=CC=CC=2)(C2C=CC=CC=2)C2C=CC=CC=2)=CC=1>[Br:8][C:6]1[CH:5]=[C:4]([C:9]2[N:13]([C:14]3[CH:15]=[CH:16][CH:17]=[CH:18][CH:19]=3)[C:12]3[CH:20]=[CH:21][CH:22]=[CH:23][C:11]=3[N:10]=2)[CH:3]=[C:2]([C:26]2[CH:25]=[N:24][CH:29]=[CH:28][CH:27]=2)[CH:7]=1 |f:2.3.4,5.6,^1:48,50,69,88|. Procedure: 9.4 g (22.0 mmol) of 2-(3,5-dibromophenyl)-1-phenyl-1H-benzo[d]imidazole according to Synthesis Example 3, 2.7 g (22.0 mmol) of pyridine-3-boronic acid, 0.76 g (3 mol %) of tetrakis(triphenylphosphine)palladium (0), and 6.1 g (44.0 mmol) of potassium carbonate were dissolved in 300 ml of tetrahydrofuran/H2O mixed in a volume ratio of 2/1. The solution was reacted at 80° C. for 12 hours. The acquired reactant was extracted with ethyl acetate and treated under reduced pressure to remove the solven... The reactants are ClCC1=NC=2CCC(CC2C(=N1)O)(C)C (2-(chloromethyl)-6,6-dimethyl-5,6,7,8-tetrahydroquinazolin-4-ol), CNC (dimethyl amine). The solvent is C1CCOC1 (THF). Reaction conditions: temperature 60 celsius. Yields the product CN(C)CC1=NC=2CCC(CC2C(=N1)O)(C)C (2-((dimethylamino)methyl)-6,6-dimethyl-5,6,7,8-tetrahydroquinazolin-4-ol). RXN SMILES: Cl[CH2:2][C:3]1[N:12]=[C:11]([OH:13])[C:10]2[CH2:9][C:8]([CH3:15])([CH3:14])[CH2:7][CH2:6][C:5]=2[N:4]=1.[CH3:16][NH:17][CH3:18]>C1COCC1>[CH3:16][N:17]([CH2:2][C:3]1[N:12]=[C:11]([OH:13])[C:10]2[CH2:9][C:8]([CH3:15])([CH3:14])[CH2:7][CH2:6][C:5]=2[N:4]=1)[CH3:18]. Procedure details: To a solution of 2-(chloromethyl)-6,6-dimethyl-5,6,7,8-tetrahydroquinazolin-4-ol (2.5 g, 11 mmol) in THF (10 mL) was added dimethyl amine (2M in THF, 16.5 mL, 33 mmol). The reaction mixture was heated (60° C.) for two hours and then partitioned between ethyl acetate and sodium bicarbonate. The organic layer was washed with brine, dried over magnesium sulfate, filtered and concentrated to provide 2-((dimethylamino)methyl)-6,6-dimethyl-5,6,7,8-tetrahydroquinazolin-4-ol, which was used in step 3 wi...